From a dataset of the Open Reaction Database (ORD), a public repository of structured organic reaction records. describe an organic reaction: reactants, conditions, products, and yield Starting materials: solution, CNC (dimethylamine), BrCCCCl (1-bromo-3-chloropropane), final mixture, [H-].[Na+] (sodium hydride), CC1C=2C=CC=CC2C=2NC(C=3N(C21)C=CN3)=O (10-methyl-5H,10H-imidazo[1,2-a]indeno[1,2-e]pyrazin-4-one), C[Si](C)(C)Cl (trimethylsilyl chloride). Run in C(C)OCC (ethyl ether), CN(C=O)C (dimethylformamide), C(C)(=O)O (acetic acid), O (water). Conditions: time 15 minute. The product is CN(CCCC1(C=2C=CC=CC2C=2NC(C=3N(C21)C=CN3)=O)C)C (10-(3-dimethylaminopropyl)-10-methyl-5H,10H-imidazo[1,2-a]indeno[1,2-e]pyrazin-4-one). RXN SMILES: [H-].[Na+].[CH3:3][CH:4]1[C:16]2[N:15]3[CH:17]=[CH:18][N:19]=[C:14]3[C:13](=[O:20])[NH:12][C:11]=2[C:10]2[CH:9]=[CH:8][CH:7]=[CH:6][C:5]1=2.C[Si](Cl)(C)C.Br[CH2:27][CH2:28][CH2:29]Cl.[CH3:31][NH:32][CH3:33]>CN(C)C=O.C(OCC)C.C(O)(=O)C.O>[CH3:31][N:32]([CH3:33])[CH2:27][CH2:28][CH2:29][C:4]1([CH3:3])[C:16]2[N:15]3[CH:17]=[CH:18][N:19]=[C:14]3[C:13](=[O:20])[NH:12][C:11]=2[C:10]2[CH:9]=[CH:8][CH:7]=[CH:6][C:5]1=2 |f:0.1|. Procedure details: 0.66 g of 80% sodium hydride is added, under an argon atmosphere, to a stirred solution of 0.96 g of 10-methyl-5H,10H-imidazo[1,2-a]indeno[1,2-e]pyrazin-4-one in 50 ml of dimethylformamide. The stirring is continued for 15 minutes at a temperature in the region of 20° C., followed by addition of 0.56 ml of trimethylsilyl chloride and the mixture is left stirring for 30 minutes. 0.44 ml of 1-bromo-3-chloropropane is then added and the stirring is continued for 25 minutes. 7.2 ml of a 2.78N soluti... Reactants: O=C(O)c1ccc(Br)cc1[N+](=O)[O-], CC(C)(C)Br, O=C([O-])[O-], CC[N+](CC)(CC)Cc1ccccc1, CCOC(C)=O, [Cl-], [K+], [K+], O. Yields the product CC(C)(C)OC(=O)c1ccc(Br)cc1[N+](=O)[O-]. As a reaction SMILES: [Br:1][c:2]1[cH:3][c:4]([N+:11](=[O:12])[O-:13])[c:5]([C:6](=[O:7])[OH:8])[cH:9][cH:10]1.[Br:20][C:21]([CH3:22])([CH3:23])[CH3:24].[C:14](=[O:15])([O-:16])[O-:17].[CH2:27]([N+:28]([CH2:29][CH3:30])([CH2:31][CH3:32])[CH2:33][CH3:34])[c:35]1[cH:36][cH:37][cH:38][cH:39][cH:40]1.[CH3:41][CH2:42][O:43][C:44](=[O:45])[CH3:46].[Cl-:26].[K+:18].[K+:19].[OH2:25]>>[Br:1][c:2]1[cH:3][c:4]([N+:11](=[O:12])[O-:13])[c:5]([C:6](=[O:7])[O:8][C:21]([CH3:22])([CH3:23])[CH3:24])[cH:9][cH:10]1. The reactants are N1(C=NC=C1)CCCCCCCN (7-(1H-imidazol-1-yl)heptanamine), C(C)O (ethanol), free base, C(C)O (ethanol), resultant mixture, Cl (hydrogen chloride), ClC=1C=2C3=C(C(=NC3=C(C1)Cl)S)C=CC2 (6,8-dichlorobenz(cd)indol-2-thiol), mercuric acetate. The solvent is CC(=O)C (acetone). Product: Cl.Cl.ClC=1C=2C3=C(C(=NC3=C(C1)Cl)NCCCCCCCN1C=NC=C1)C=CC2 (6,8-Dichloro-N-(7-(1H-imidazol-1-yl)heptyl) benz(cd)indol-2-amine dihydrochloride). As a reaction SMILES: [N:1]1([CH2:6][CH2:7][CH2:8][CH2:9][CH2:10][CH2:11][CH2:12][NH2:13])[CH:5]=[CH:4][N:3]=[CH:2]1.[Cl:14][C:15]1[C:16]2[C:17]3[C:21](=[C:22]([Cl:24])[CH:23]=1)[N:20]=[C:19](S)[C:18]=3[CH:26]=[CH:27][CH:28]=2.C(O)C.[ClH:32]>CC(C)=O>[ClH:14].[ClH:32].[Cl:14][C:15]1[C:16]2[C:17]3[C:21](=[C:22]([Cl:24])[CH:23]=1)[N:20]=[C:19]([NH:13][CH2:12][CH2:11][CH2:10][CH2:9][CH2:8][CH2:7][CH2:6][N:1]1[CH:5]=[CH:4][N:3]=[CH:2]1)[C:18]=3[CH:26]=[CH:27][CH:28]=2 |f:5.6.7|. Procedure details: The free base of the title compound was prepared by the method of Example 55, utilizing 5.4 grams of 7-(1H-imidazol-1-yl)heptanamine, 7.6 grams of 6,8-dichlorobenz(cd)indol-2-thiol, 9.5 grams of mercuric acetate, and 500 ml of ethanol. A solution of 2.5 grams of the free base in 100 ml warm ethanol was treated with 30 ml of 2.3 N ethanolic hydrogen chloride. The resultant mixture was taken to dryness in vacuo, and the residual syrup boiled up in 400 ml of acetone. Cooling at room temperature gav...